Dataset: the Open Reaction Database (ORD), a public repository of structured organic reaction records. Task: describe an organic reaction: reactants, conditions, products, and yield The reactants are CC=CC(=O)OCC, OCCCCl, [H-], [Na+]. The product is CCOC(=O)CC(C)OCCCCl. RXN SMILES: [CH2:6]([CH3:7])[O:8][C:9]([CH:10]=[CH:11][CH3:12])=[O:13].[Cl:1][CH2:2][CH2:3][CH2:4][OH:5].[H-:14].[Na+:15]>>[Cl:1][CH2:2][CH2:3][CH2:4][O:5][CH:11]([CH2:10][C:9]([O:8][CH2:6][CH3:7])=[O:13])[CH3:12]. Reactants: C(#N)C=1C=C(C(=O)OC)C=CC1O (methyl 3-cyano-4-hydroxybenzoate), IC(C)C (2-iodopropane), C([O-])([O-])=O.[K+].[K+] (potassium carbonate). The solvent is CN(C=O)C (dimethylformamide). Conditions: temperature 50 celsius. Product: C(#N)C=1C=C(C(=O)OC)C=CC1OC(C)C (methyl 3-cyano-4-[(1-methylethyl)oxy]benzoate). The yield is 98.5%. Reaction SMILES: [C:1]([C:3]1[CH:4]=[C:5]([CH:10]=[CH:11][C:12]=1[OH:13])[C:6]([O:8][CH3:9])=[O:7])#[N:2].I[CH:15]([CH3:17])[CH3:16].C(=O)([O-])[O-].[K+].[K+]>CN(C)C=O>[C:1]([C:3]1[CH:4]=[C:5]([CH:10]=[CH:11][C:12]=1[O:13][CH:15]([CH3:17])[CH3:16])[C:6]([O:8][CH3:9])=[O:7])#[N:2] |f:2.3.4|. Procedure: To a solution of methyl 3-cyano-4-hydroxybenzoate (82 g, 463 mmol; J. Med. Chem., 2002, 45, 5769) in dimethylformamide (800 mL) was added 2-iodopropane (93 mL, 926 mmol) and potassium carbonate (190 g, 1.4 mol). The resulting mixture was heated at 50° C. for 16 h, at which time it was allowed to cool to room temperature. The reaction was filtered and the mother liquor diluted with 0.5 N sodium hydroxide (1 L). The resulting mixture was extracted with ether (2×1 L) and the organics washed with 1 ... Reactants: CO, CC(=O)O, CCOC(C)=O, O=[N+]([O-])c1cc(-c2ncc(C(F)(F)F)cc2Cl)ccc1O, [Fe]. The product is Nc1cc(-c2ncc(C(F)(F)F)cc2Cl)ccc1O. Reaction SMILES: [CH3:22][OH:23].[CH3:24][C:25](=[O:26])[OH:27].[CH3:28][CH2:29][O:30][C:31](=[O:32])[CH3:33].[Cl:1][c:2]1[c:3](-[c:12]2[cH:13][c:14]([N+:19]([O-:20])=[O:21])[c:15]([OH:18])[cH:16][cH:17]2)[n:4][cH:5][c:6]([C:8]([F:9])([F:10])[F:11])[cH:7]1.[Fe:34]>>[Cl:1][c:2]1[c:3](-[c:12]2[cH:13][c:14]([NH2:19])[c:15]([OH:18])[cH:16][cH:17]2)[n:4][cH:5][c:6]([C:8]([F:9])([F:10])[F:11])[cH:7]1. The reactants are CN(C1(CCC(CC1)=CC(=O)N1CCC(=CC1)C1=CNC2=CC=CC=C12)C1=CC=CC=C1)C (2-(4-dimethylamino-4-phenylcyclohexylidene)-1-[4-(1H-indol-3-yl)-3,6-dihydro-2H-pyridine-1-yl]ethanone), Cl[Si](C)(C)C (chlorotrimethylsilane). Run in CC(=O)CC (ethyl methyl ketone). Product: Cl.CN(C1(CCC(CC1)=CC(=O)N1CCC(=CC1)C1=CNC2=CC=CC=C12)C1=CC=CC=C1)C (2-(4-dimethylamino-4-phenylcyclohexylidene)-1-[4-(1H-indol-3-yl)-3,6-dihydro-2H-pyridine-1-yl]ethanone hydrochloride). Isolated yield 69.0%. As a reaction SMILES: [CH3:1][N:2]([CH3:33])[C:3]1([C:27]2[CH:32]=[CH:31][CH:30]=[CH:29][CH:28]=2)[CH2:8][CH2:7][C:6](=[CH:9][C:10]([N:12]2[CH2:17][CH:16]=[C:15]([C:18]3[C:26]4[C:21](=[CH:22][CH:23]=[CH:24][CH:25]=4)[NH:20][CH:19]=3)[CH2:14][CH2:13]2)=[O:11])[CH2:5][CH2:4]1.[Cl:34][Si](C)(C)C>CC(CC)=O>[ClH:34].[CH3:33][N:2]([CH3:1])[C:3]1([C:27]2[CH:28]=[CH:29][CH:30]=[CH:31][CH:32]=2)[CH2:8][CH2:7][C:6](=[CH:9][C:10]([N:12]2[CH2:13][CH:14]=[C:15]([C:18]3[C:26]4[C:21](=[CH:22][CH:23]=[CH:24][CH:25]=4)[NH:20][CH:19]=3)[CH2:16][CH2:17]2)=[O:11])[CH2:5][CH2:4]1 |f:3.4|. Procedure: 2-(4-dimethylamino-4-phenylcyclohexylidene)-1-[4-(1H-indol-3-yl)-3,6-dihydro-2H-pyridine-1-yl]ethanone (150 mg, 0.34 mmole) was dissolved in ethyl methyl ketone (3 ml) and chlorotrimethylsilane (0.063 ml, 0.5 mmole) was added. After 1 hour the hydrochloride was isolated as a reddish-brown solid with an m.p. of 177°-182° C. in a yield of 69% (112 mg) (Example 25). The reactants are CN1CCN(C2CCN(C(=O)Nc3cc(Oc4ccc(NC(=O)C5(C(=O)OCc6ccccc6)CC5)c(F)c4)ccn3)CC2)CC1, CCO, C1CCOC1, O. Yields the product CN1CCN(C2CCN(C(=O)Nc3cc(Oc4ccc(NC(=O)C5(C(=O)O)CC5)c(F)c4)ccn3)CC2)CC1. As a reaction SMILES: [CH2:1]([c:2]1[cH:3][cH:4][cH:5][cH:6][cH:7]1)[O:8][C:9](=[O:10])[C:11]1([C:14]([NH:15][c:16]2[c:17]([F:45])[cH:18][c:19]([O:22][c:23]3[cH:24][c:25]([NH:29][C:30](=[O:31])[N:32]4[CH2:33][CH2:34][CH:35]([N:38]5[CH2:39][CH2:40][N:41]([CH3:44])[CH2:42][CH2:43]5)[CH2:36][CH2:37]4)[n:26][cH:27][cH:28]3)[cH:20][cH:21]2)=[O:46])[CH2:12][CH2:13]1.[CH3:53][CH2:54][OH:55].[O:48]1[CH2:49][CH2:50][CH2:51][CH2:52]1.[OH2:47]>>[O:8]=[C:9]([OH:10])[C:11]1([C:14]([NH:15][c:16]2[c:17]([F:45])[cH:18][c:19]([O:22][c:23]3[cH:24][c:25]([NH:29][C:30](=[O:31])[N:32]4[CH2:33][CH2:34][CH:35]([N:38]5[CH2:39][CH2:40][N:41]([CH3:44])[CH2:42][CH2:43]5)[CH2:36][CH2:37]4)[n:26][cH:27][cH:28]3)[cH:20][cH:21]2)=[O:46])[CH2:12][CH2:13]1. Starting materials: FC1=CC(=C(C=C1)[N+](=O)[O-])OC(C)C (4-fluoro-2-isopropoxy-1-nitrobenzene), C(C)(=O)N1CCNCC1 (N-acetylpiperazine), C([O-])([O-])=O.[K+].[K+] (potassium carbonate). The solvent is CN(C=O)C (dimethylformamide). Product: C(C)(C)OC=1C=C(C=CC1[N+](=O)[O-])N1CCN(CC1)C(C)=O (1-(4-(3-isopropoxy-4-nitrophenyl)piperazin-1-yl)ethanone). Reaction SMILES: F[C:2]1[CH:7]=[CH:6][C:5]([N+:8]([O-:10])=[O:9])=[C:4]([O:11][CH:12]([CH3:14])[CH3:13])[CH:3]=1.[C:15]([N:18]1[CH2:23][CH2:22][NH:21][CH2:20][CH2:19]1)(=[O:17])[CH3:16].C(=O)([O-])[O-].[K+].[K+]>CN(C)C=O>[CH:12]([O:11][C:4]1[CH:3]=[C:2]([N:21]2[CH2:22][CH2:23][N:18]([C:15](=[O:17])[CH3:16])[CH2:19][CH2:20]2)[CH:7]=[CH:6][C:5]=1[N+:8]([O-:10])=[O:9])([CH3:14])[CH3:13] |f:2.3.4|. Procedure details: The compound obtained in Step 1 above (300 mg), N-acetylpiperazine (300 mg), and potassium carbonate (500 mg) were dissolved in dimethylformamide (3 mL) and reacted at 80° C. overnight. The dimethylformamide of the reaction mixture was removed under reduced pressure, and added with water to form a solid. The solid was filtered to obtain a target compound as a yellow solid. As a reaction SMILES: [C:1]([CH3:2])([CH3:3])([CH3:4])[c:5]1[o:6][c:7]2[c:8]([n:9]1)[c:10]([Cl:27])[cH:11][c:12]([F:26])[c:13]2-[n:14]1[c:15](=[O:25])[nH:16][c:17]([C:21]([F:22])([F:23])[F:24])[cH:18][c:19]1=[O:20].[C:28](=[O:29])([O-:30])[O-:31].[CH3:36][C:37](=[O:38])[CH3:39].[I:34][CH3:35].[K+:32].[K+:33]>>[C:1]([CH3:2])([CH3:3])([CH3:4])[c:5]1[o:6][c:7]2[c:8]([n:9]1)[c:10]([Cl:27])[cH:11][c:12]([F:26])[c:13]2-[n:14]1[c:15](=[O:25])[n:16]([CH3:28])[c:17]([C:21]([F:22])([F:23])[F:24])[cH:18][c:19]1=[O:20]. Reactants: CC(C)(C)c1nc2c(Cl)cc(F)c(-n3c(=O)cc(C(F)(F)F)[nH]c3=O)c2o1, O=C([O-])[O-], CC(C)=O, CI, [K+], [K+]. Product: Cn1c(C(F)(F)F)cc(=O)n(-c2c(F)cc(Cl)c3nc(C(C)(C)C)oc23)c1=O.